This data is from the Open Reaction Database (ORD), a public repository of structured organic reaction records. The task is: describe an organic reaction: reactants, conditions, products, and yield Reaction conditions: temperature 120 celsius, time 8 hour. Run in ClC1=CC=CC=C1 (chlorobenzene). As a reaction SMILES: [C:1]([NH:4][C:5]1[CH:6]=[C:7]([NH:11][C:12](=[O:17])[CH:13]=[C:14]([CH3:16])[CH3:15])[CH:8]=[CH:9][CH:10]=1)(=[O:3])[CH3:2].CC1(C)C2C(=CC([N+]([O-])=O)=CC=2)NC1.[Al+3].[Cl-].[Cl-].[Cl-]>ClC1C=CC=CC=1>[CH3:15][C:14]1([CH3:16])[C:8]2[C:7](=[CH:6][C:5]([NH:4][C:1](=[O:3])[CH3:2])=[CH:10][CH:9]=2)[NH:11][C:12](=[O:17])[CH2:13]1 |f:0.1,2.3.4.5|. Procedure: The mixture of 3,3-dimethyl-6-nitroindoline 3-Methyl-but-2-enoic acid (3-acetylamino-phenyl)-amide (1.05 g, 4.52 mmol) and AlCl3 (5.0 g, 37.5 mmol, Aldrich, 99.99%) in 50 ml of anhydrous chlorobenzene was stirred at 120° C. (oil bath temperature) under N2 overnight, cooled to RT, poured into 10 ml of ice cold HCl, stirred for 30 min, and extracted with EtOAc. The organic portions were combined, washed with brine, dried with Na2SO4, filtered, condensed, and purified by flash column chromatography... The product is CC1(CC(NC2=CC(=CC=C12)NC(C)=O)=O)C (N-(4,4-Dimethyl-2-oxo-1,2,3,4-tetrahydro-quinolin-7-yl)-acetamide). Starting materials: C(C)(=O)NC=1C=C(C=CC1)NC(C=C(C)C)=O.CC1(CNC2=CC(=CC=C12)[N+](=O)[O-])C (3,3-dimethyl-6-nitroindoline 3-Methyl-but-2-enoic acid (3-acetylamino-phenyl)-amide), [Al+3].[Cl-].[Cl-].[Cl-] (AlCl3), ice. The reactants are C1COCCO1, O, O=[Se](O)O, CC(=O)C=Cc1ccccc1. Yields the product O=CC(=O)C=Cc1ccccc1. As a reaction SMILES: [O:16]1[CH2:17][CH2:18][O:19][CH2:20][CH2:21]1.[OH2:22].[OH:12][Se:13](=[O:14])[OH:15].[c:1]1([CH:7]=[CH:8][C:9]([CH3:10])=[O:11])[cH:2][cH:3][cH:4][cH:5][cH:6]1>>[c:1]1([CH:7]=[CH:8][C:9]([CH:10]=[O:12])=[O:11])[cH:2][cH:3][cH:4][cH:5][cH:6]1.